Dataset: the Open Reaction Database (ORD), a public repository of structured organic reaction records. Task: describe an organic reaction: reactants, conditions, products, and yield RXN SMILES: [NH2:1][CH2:2][CH:3]1[CH2:7][CH2:6][N:5](C(OC(C)(C)C)=O)[CH2:4]1.OCC1CCN(CC2C=CC=CC=2)C1.C([O:33][C@H:34]1[CH2:38][N:37]([C:39](=[O:60])[CH2:40][C:41]([C:54]2[CH:59]=[CH:58][CH:57]=[CH:56][CH:55]=2)([C:48]2[CH:53]=[CH:52][CH:51]=[CH:50][CH:49]=2)[C:42]2[CH:47]=[CH:46][CH:45]=[CH:44][CH:43]=2)[C@H:36]([C:61]([N:63]2[CH2:67][CH2:66][CH2:65][C@@H:64]2[C:68](O)=[O:69])=[O:62])[CH2:35]1)(C)(C)C>>[OH:33][C@H:34]1[CH2:38][N:37]([C:39](=[O:60])[CH2:40][C:41]([C:48]2[CH:49]=[CH:50][CH:51]=[CH:52][CH:53]=2)([C:54]2[CH:59]=[CH:58][CH:57]=[CH:56][CH:55]=2)[C:42]2[CH:43]=[CH:44][CH:45]=[CH:46][CH:47]=2)[C@H:36]([C:61]([N:63]2[CH2:67][CH2:66][CH2:65][C@@H:64]2[C:68]([NH:1][CH2:2][CH:3]2[CH2:7][CH2:6][NH:5][CH2:4]2)=[O:69])=[O:62])[CH2:35]1. Reported procedure: The title compound was prepared by successively conducting procedures similar to Step 5 of Example 1 and Example 46, using 3-aminomethyl-1-(t-butoxycarbonyl)pyrrolidine [which was synthesized by a method similar to the one described in Japan Kokai Hei 11(1999)-193232, using 3-hydroxymethyl-1-benzylpyrrolidine [taught in Japan Kokai (laid-open) Hei 4(1992)-112868]] and (2R)-1-{(2S,4R)-4-(tert-butoxy)-1-(3,3,3-triphenylpropanoyl)pyrrolidin-2-yl}carbonyl-pyrrolidine-2-carboxylic acid. Yields the product O[C@@H]1C[C@H](N(C1)C(CC(C1=CC=CC=C1)(C1=CC=CC=C1)C1=CC=CC=C1)=O)C(=O)N1[C@H](CCC1)C(=O)NCC1CNCC1 ((2R)-1-{(2S,4R)-4-hydroxy-1-(3,3,3-triphenylpropanoyl)pyrrolidin-2-yl}carbonyl-N-(3-pyrrolidylmethyl)pyrrolidine-2-carboxamide). Reactants: NCC1CN(CC1)C(=O)OC(C)(C)C (3-aminomethyl-1-(t-butoxycarbonyl)pyrrolidine), OCC1CN(CC1)CC1=CC=CC=C1 (3-hydroxymethyl-1-benzylpyrrolidine), C(C)(C)(C)O[C@@H]1C[C@H](N(C1)C(CC(C1=CC=CC=C1)(C1=CC=CC=C1)C1=CC=CC=C1)=O)C(=O)N1[C@H](CCC1)C(=O)O ((2R)-1-{(2S,4R)-4-(tert-butoxy)-1-(3,3,3-triphenylpropanoyl)pyrrolidin-2-yl}carbonyl-pyrrolidine-2-carboxylic acid). The reactants are C1CNCCN1, CCn1cc(C(=O)OC)c(=O)c2cc(F)c(Cl)cc21, c1ccncc1. The product is CCn1cc(C(=O)OC)c(=O)c2cc(F)c(N3CCNCC3)cc21. Reaction SMILES: [CH2:1]1[CH2:2][NH:3][CH2:4][CH2:5][NH:6]1.[CH3:7][O:8][C:9](=[O:10])[c:11]1[cH:12][n:13]([CH2:24][CH3:25])[c:14]2[cH:15][c:16]([Cl:23])[c:17]([F:22])[cH:18][c:19]2[c:20]1=[O:21].[cH:26]1[cH:27][cH:28][n:29][cH:30][cH:31]1>>[CH2:1]1[CH2:2][N:3]([c:16]2[cH:15][c:14]3[n:13]([CH2:24][CH3:25])[cH:12][c:11]([C:9]([O:8][CH3:7])=[O:10])[c:20](=[O:21])[c:19]3[cH:18][c:17]2[F:22])[CH2:4][CH2:5][NH:6]1. Procedure: The title compound was prepared from the compound of Example 58 and 1.2 eq hexachloroethane according to General Method A. Purification by HPLC with 1:9 ethyl acetate/hexanes afforded 1.6 g of the title compound as a clear oil, a 54% yield. Reactants: C(C)N(C(C1=C(C=C(C=C1)C)[Si](C)(C)C)=O)CC (N,N-Diethyl-4-methyl-2-(trimethylsilyl)benzamide), ClC(C(Cl)(Cl)Cl)(Cl)Cl (hexachloroethane). As a reaction SMILES: [CH2:1]([N:3]([CH2:17][CH3:18])[C:4](=[O:16])[C:5]1[CH:10]=[CH:9][C:8]([CH3:11])=[CH:7][C:6]=1[Si:12]([CH3:15])([CH3:14])[CH3:13])[CH3:2].[Cl:19]C(Cl)(Cl)C(Cl)(Cl)Cl>>[CH2:17]([N:3]([CH2:1][CH3:2])[C:4](=[O:16])[C:5]1[C:6]([Si:12]([CH3:15])([CH3:14])[CH3:13])=[CH:7][C:8]([CH3:11])=[CH:9][C:10]=1[Cl:19])[CH3:18]. Yields the product C(C)N(C(C1=C(C=C(C=C1[Si](C)(C)C)C)Cl)=O)CC (N,N-Diethyl-2-chloro-4-methyl-6-(trimethylsilyl)benzamide). Reactants: BrBr (bromine), C(CCC)C1CC(NN=C1C1=CC=CC=C1)=O (5-butyl-6-phenyl-4,5-dihydro-2H-pyridazin-3-one). Solvent: CC(=O)O (HOAc), CC(=O)O (HOAc). Reaction conditions: time 30 minute. The product is C(CCC)C1=CC(NN=C1C1=CC=CC=C1)=O (5-Butyl-6-phenyl-2H-pyridazin-3-one). Reaction SMILES: BrBr.[CH2:3]([CH:7]1[C:12]([C:13]2[CH:18]=[CH:17][CH:16]=[CH:15][CH:14]=2)=[N:11][NH:10][C:9](=[O:19])[CH2:8]1)[CH2:4][CH2:5][CH3:6]>CC(O)=O>[CH2:3]([C:7]1[C:12]([C:13]2[CH:18]=[CH:17][CH:16]=[CH:15][CH:14]=2)=[N:11][NH:10][C:9](=[O:19])[CH:8]=1)[CH2:4][CH2:5][CH3:6]. Reported procedure: A solution of bromine (0.94 ml, 18.2 mmol) in HOAc (10 mL) is added dropwise to a solution of 5-butyl-6-phenyl-4,5-dihydro-2H-pyridazin-3-one (3.8 g, 16.5 mmol) in HOAc (40 mL) at 80° C. After the addition is complete, the heating is continued for 30 minutes and the solvent is evaporated in vacuo. The residue is partitioned between saturated aqueous NaHCO3 solution (50 mL) and EtOAc (50 mL) and the organic layer washed with water (35 mL), brine (35 mL), and then dried (Na2SO4). Evaporation of th... The reactants are CC(C#C)=O (3-butyn-2-one), FC1=C(C=CC=C1)C1CC(CC(C1)=O)=O (5-(2-fluorophenyl)cyclohexane-1,3-dione), C(C)(=O)[O-].[NH4+] (ammonium acetate), CC(C#C)=O (3-butyn-2-one). The solvent is C(CCCC)O (1-pentanol). Product: FC1=C(C=CC=C1)C1CC(C=2C(=CC(=NC2C1)C)C)=O (7-(2-fluorophenyl)-2,4-dimethyl-5,6,7,8-tetrahydroquinolin-5-one). Yield: 9.2%. RXN SMILES: [F:1][C:2]1[CH:7]=[CH:6][CH:5]=[CH:4][C:3]=1[CH:8]1[CH2:13][C:12](=[O:14])[CH2:11][C:10](=O)[CH2:9]1.[C:16]([O-])(=O)[CH3:17].[NH4+:20].[CH3:21][C:22](=O)[C:23]#C>C(O)CCCC>[F:1][C:2]1[CH:7]=[CH:6][CH:5]=[CH:4][C:3]=1[CH:8]1[CH2:9][C:10]2[N:20]=[C:22]([CH3:23])[CH:21]=[C:16]([CH3:17])[C:11]=2[C:12](=[O:14])[CH2:13]1 |f:1.2|. Reported procedure: A mixture of 5-(2-fluorophenyl)cyclohexane-1,3-dione (1.0 g) and ammonium acetate (0.97 g) in 1-pentanol (30 ml) was refluxed for 30 minutes. To the mixture was added 3-butyn-2-one (0.97 g), and the mixture was refluxed for 14.5 hours. To the mixture was added 3-butyn-2-one (0.49 g), and the mixture was refluxed for 5 hours. Under reduced pressure, the solvent was evaporated, and the residue was dissolved in ethyl acetate. The solution was washed with water and saturated brine, dried with magnes... Starting materials: C[Al](C)C, Cc1ccccc1, COC(=O)c1cc2nc(Nc3c(C)cccc3Cl)[nH]c2c2c1OC(C)(C)C2, Nc1ccc(C(F)(F)F)nc1. The product is Cc1cccc(Cl)c1Nc1nc2cc(C(=O)Nc3ccc(C(F)(F)F)nc3)c3c(c2[nH]1)CC(C)(C)O3. Reaction SMILES: [CH3:39][Al:40]([CH3:41])[CH3:42].[CH3:43][c:44]1[cH:45][cH:46][cH:47][cH:48][cH:49]1.[Cl:1][c:2]1[c:3]([NH:9][c:10]2[nH:11][c:12]3[c:13]([n:14]2)[cH:15][c:16]([C:24]([O:26][CH3:25])=[O:27])[c:17]2[c:18]3[CH2:19][C:20]([CH3:22])([CH3:23])[O:21]2)[c:4]([CH3:8])[cH:5][cH:6][cH:7]1.[F:28][C:29]([c:30]1[cH:31][cH:32][c:33]([NH2:36])[cH:34][n:35]1)([F:37])[F:38]>>[Cl:1][c:2]1[c:3]([NH:9][c:10]2[nH:11][c:12]3[c:13]([n:14]2)[cH:15][c:16]([C:24](=[O:26])[NH:36][c:33]2[cH:32][cH:31][c:30]([C:29]([F:28])([F:37])[F:38])[n:35][cH:34]2)[c:17]2[c:18]3[CH2:19][C:20]([CH3:22])([CH3:23])[O:21]2)[c:4]([CH3:8])[cH:5][cH:6][cH:7]1. Reactants: C#CCCCc1ccccc1, CCCCCCC, CCOC(C)=O, Cc1ccc(S(=O)(=O)Oc2cccnc2)cc1. The product is C(#Cc1cccnc1)CCCc1ccccc1. RXN SMILES: [CH2:18]([CH2:19][CH2:20][C:21]#[CH:22])[c:23]1[cH:24][cH:25][cH:26][cH:27][cH:28]1.[CH3:29][CH2:30][CH2:31][CH2:32][CH2:33][CH2:34][CH3:35].[CH3:36][CH2:37][O:38][C:39]([CH3:40])=[O:41].[n:1]1[cH:2][c:3]([O:7][S:8]([c:9]2[cH:10][cH:11][c:12]([CH3:13])[cH:14][cH:15]2)(=[O:16])=[O:17])[cH:4][cH:5][cH:6]1>>[n:1]1[cH:2][c:3]([C:22]#[C:21][CH2:20][CH2:19][CH2:18][c:23]2[cH:24][cH:25][cH:26][cH:27][cH:28]2)[cH:4][cH:5][cH:6]1.